This data is from the Open Reaction Database (ORD), a public repository of structured organic reaction records. The task is: describe an organic reaction: reactants, conditions, products, and yield Starting materials: OCCBr, CC1CN(c2ccc(Nc3ncc4cc(C(=O)N(C)C)n(C5CCCC5)c4n3)nc2)CCN1. Product: CC1CN(c2ccc(Nc3ncc4cc(C(=O)N(C)C)n(C5CCCC5)c4n3)nc2)CCN1CCO. RXN SMILES: [Br:34][CH2:35][CH2:36][OH:37].[CH3:1][N:2]([C:3](=[O:4])[c:5]1[cH:6][c:7]2[c:8]([n:9][c:10]([NH:13][c:14]3[n:15][cH:16][c:17]([N:20]4[CH2:21][CH:22]([CH3:26])[NH:23][CH2:24][CH2:25]4)[cH:18][cH:19]3)[n:11][cH:12]2)[n:27]1[CH:28]1[CH2:29][CH2:30][CH2:31][CH2:32]1)[CH3:33]>>[CH3:1][N:2]([C:3](=[O:4])[c:5]1[cH:6][c:7]2[c:8]([n:9][c:10]([NH:13][c:14]3[n:15][cH:16][c:17]([N:20]4[CH2:21][CH:22]([CH3:26])[N:23]([CH2:35][CH2:36][OH:37])[CH2:24][CH2:25]4)[cH:18][cH:19]3)[n:11][cH:12]2)[n:27]1[CH:28]1[CH2:29][CH2:30][CH2:31][CH2:32]1)[CH3:33]. Reactants: CN(C)c1ccncc1, ClCCl, Nc1ccccc1-c1cc2ccccc2[nH]1, O=C1OC(=O)c2ccccc21, c1ccc2[nH]ccc2c1. Product: O=C(O)c1ccccc1C(=O)Nc1ccccc1-c1cc2ccccc2[nH]1. Reaction SMILES: [CH3:40][N:41]([c:42]1[cH:43][cH:44][n:45][cH:46][cH:47]1)[CH3:48].[Cl:37][CH2:38][Cl:39].[NH2:1][c:2]1[c:3](-[c:8]2[nH:9][c:10]3[cH:11][cH:12][cH:13][cH:14][c:15]3[cH:16]2)[cH:4][cH:5][cH:6][cH:7]1.[O:26]=[C:27]1[O:28][C:29](=[O:30])[c:31]2[cH:32][cH:33][cH:34][cH:35][c:36]21.[nH:17]1[c:18]2[c:19]([cH:20][cH:21][cH:22][cH:23]2)[cH:24][cH:25]1>>[NH:1]([c:2]1[c:3](-[c:8]2[nH:9][c:10]3[cH:11][cH:12][cH:13][cH:14][c:15]3[cH:16]2)[cH:4][cH:5][cH:6][cH:7]1)[C:29](=[O:30])[c:31]1[cH:32][cH:33][cH:34][cH:35][c:36]1[C:27](=[O:26])[OH:28]. Starting materials: cuprous chloride, BrCC\C=C/CCCCCCCCCC (1-bromo-cis-3-tetradecene), BrBr (bromine), C(CCCCCC)Br (n-heptyl bromide), [Mg] (magnesium), [Cl-].[NH4+] (ammonium chloride), Grignard reagent. Solvent: O1CCCC1 (tetrahydrofuran), O1CCCC1 (tetrahydrofuran), O1CCCC1 (tetrahydrofuran). Conditions: temperature 0 celsius, time 2 hour. The product is CCCCCCCCC\C=C/CCCCCCCCCC (cis-10-henicosene). Yield: 42.1%. As a reaction SMILES: [Mg].BrBr.[CH2:4](Br)[CH2:5][CH2:6][CH2:7][CH2:8][CH2:9][CH3:10].Br[CH2:13][CH2:14]/[CH:15]=[CH:16]\[CH2:17][CH2:18][CH2:19][CH2:20][CH2:21][CH2:22][CH2:23][CH2:24][CH2:25][CH3:26].[Cl-].[NH4+]>O1CCCC1>[CH3:10][CH2:9][CH2:8][CH2:7][CH2:6][CH2:5][CH2:4][CH2:13][CH2:14]/[CH:15]=[CH:16]\[CH2:17][CH2:18][CH2:19][CH2:20][CH2:21][CH2:22][CH2:23][CH2:24][CH2:25][CH3:26] |f:4.5|. Procedure details: A 1-liter reactor was charged with 5.0 g (0.206 mole) of magnesium and 150 g of tetrahydrofuran, and the reaction was initiated by adding a piece of bromine and 35.6 g (0.2 mole) of n-heptyl bromide dropwise thereto under an atmosphere of nitrogen. After completion of the addition, the mixture was stirred for 2 hours under reflux of tetrahydrofuran and the resulting liquid was transferred to a 300-ml dropping funnel. Next, 30 g of tetrahydrofuran, 0.4 g of cuprous chloride and 49.5 g (0.18 mole)... As a reaction SMILES: [CH2:12]([CH2:13][CH2:14][CH3:15])[Br:16].[CH3:18][N:19]1[CH2:20][CH2:21][CH2:22][N:23]([CH3:24])[C:25]1=[O:26].[CH3:1][O:2][C:3]([CH:4]=[C:5]([CH3:6])[O-:7])=[O:8].[I-:11].[K+:10].[Na+:9].[OH2:17]>>[CH3:1][O:2][C:3]([CH:4]([C:5]([CH3:6])=[O:7])[CH2:12][CH2:13][CH2:14][CH3:15])=[O:8]. The reactants are CCCCBr, CN1CCCN(C)C1=O, COC(=O)C=C(C)[O-], [I-], [K+], [Na+], O. Product: CCCCC(C(C)=O)C(=O)OC. Reactants: COC(=O)C(N)CSCCOP(=O)(N(CCCl)CCCl)N(CCCl)CCCl, CS(=O)(=O)Cl, CCN(C(C)C)C(C)C, C1CCOC1. The product is COC(=O)C(CSCCOP(=O)(N(CCCl)CCCl)N(CCCl)CCCl)NS(C)(=O)=O. Reaction SMILES: [CH3:1][O:2][C:3]([CH:4]([NH2:5])[CH2:6][S:7][CH2:8][CH2:9][O:10][P:11](=[O:12])([N:13]([CH2:14][CH2:15][Cl:16])[CH2:17][CH2:18][Cl:19])[N:20]([CH2:21][CH2:22][Cl:23])[CH2:24][CH2:25][Cl:26])=[O:27].[CH3:37][S:38]([Cl:39])(=[O:40])=[O:41].[CH:28]([N:29]([CH:30]([CH3:31])[CH3:32])[CH2:33][CH3:34])([CH3:35])[CH3:36].[O:42]1[CH2:43][CH2:44][CH2:45][CH2:46]1>>[CH3:1][O:2][C:3]([CH:4]([NH:5][S:38]([CH3:37])(=[O:40])=[O:41])[CH2:6][S:7][CH2:8][CH2:9][O:10][P:11](=[O:12])([N:13]([CH2:14][CH2:15][Cl:16])[CH2:17][CH2:18][Cl:19])[N:20]([CH2:21][CH2:22][Cl:23])[CH2:24][CH2:25][Cl:26])=[O:27].